Dataset: the Open Reaction Database (ORD), a public repository of structured organic reaction records. Task: describe an organic reaction: reactants, conditions, products, and yield The reactants are N1=CN=C(C=C1)CS (4-pyrimidylmethyl mercaptan), ClCCO (2-chloroethanol), BrCCO (2-bromoethanol). The product is OCCSCC1=NC=NC=C1 (4-(2-hydroxyethylthiomethyl)pyrimidine). As a reaction SMILES: [N:1]1[CH:6]=[CH:5][C:4]([CH2:7][SH:8])=[N:3][CH:2]=1.Cl[CH2:10][CH2:11][OH:12].BrCCO>>[OH:12][CH2:11][CH2:10][S:8][CH2:7][C:4]1[CH:5]=[CH:6][N:1]=[CH:2][N:3]=1. Procedure details: According to the methodology of Examples 11 to 15, 4-pyrimidylmethyl mercaptan is reacted with 2-chloroethanol or 2-bromoethanol to yield 4-(2-hydroxyethylthiomethyl)pyrimidine, with chloroacetone to yield 4-pyrimidylmethylthioacetone, with alphabromoacetophenone to yield alpha-(4-pyrimidylmethylthio)acetophenone, with alpha-bromo-p-methoxyacetophenone to yield alpha-(4-pyrimidylmethylthio)-p-methoxyacetophenone, with alpha-bromo-p-nitroacetophenone to yield alpha-(4-pyrimidylmethylthio)-p-nitro...